From a dataset of the Open Reaction Database (ORD), a public repository of structured organic reaction records. describe an organic reaction: reactants, conditions, products, and yield The product is FC1=CC(=C(C=C1C(C)C)C1=C(C=C(C=C1)C(F)(F)F)[C@@H]1[C@H](NC(O1)=O)C)OC ((4R,5R)-5-[4′-fluoro-5′-isopropyl-2′-methoxy-4-(trifluoromethyl)biphenyl-2-yl]-4-methyl-1,3-oxazolidin-2-one). Starting materials: IC1=C(C=C(C=C1)C(F)(F)F)[C@@H]1[C@H](NC(O1)=O)C ((4R,5R)-5-[2-iodo-5-(trifluoromethyl)phenyl]-4-methyl-1,3-oxazolidin-2-one), FC1=CC(=C(C=C1C(C)C)B(O)O)OC ((4-fluoro-5-isopropyl-2-methoxyphenyl)boronic acid). Procedure details: Following the procedure described in EXAMPLE 81, 240 mg of (4R,5R)-5-[2-iodo-5-(trifluoromethyl)phenyl]-4-methyl-1,3-oxazolidin-2-one and 171 mg of (4-fluoro-5-isopropyl-2-methoxyphenyl)boronic acid (EXAMPLE 78) gave the title compound. Mass spectrum (ESI) 412.3 (M+1). 1H NMR signals are doubled because of atropoisomerism. 1H NMR (500 MHz, CDCl3): δ 7.79, 7.77 (s, 1H), 7.64, 7.62 (dd, J˜2.5 Hz, 8 Hz, 1H), 7.32, 7.31 (d, J˜8 Hz, 1H), 7.00, 6.95 (d, J=8.5 Hz, 1H), 6.70, 6.67 (d, J=12 Hz, 1H), 6.47... RXN SMILES: I[C:2]1[CH:7]=[CH:6][C:5]([C:8]([F:11])([F:10])[F:9])=[CH:4][C:3]=1[C@H:12]1[O:16][C:15](=[O:17])[NH:14][C@@H:13]1[CH3:18].[F:19][C:20]1[C:25]([CH:26]([CH3:28])[CH3:27])=[CH:24][C:23](B(O)O)=[C:22]([O:32][CH3:33])[CH:21]=1>>[F:19][C:20]1[C:25]([CH:26]([CH3:28])[CH3:27])=[CH:24][C:23]([C:2]2[CH:7]=[CH:6][C:5]([C:8]([F:11])([F:10])[F:9])=[CH:4][C:3]=2[C@H:12]2[O:16][C:15](=[O:17])[NH:14][C@@H:13]2[CH3:18])=[C:22]([O:32][CH3:33])[CH:21]=1. The reactants are OC=1C(=CC=2C(CCC(C2C1)(C)C)(C)C)[Se]C1=CC=C(C(=O)OCC)C=C1 (ethyl 4-(3-hydroxy-5,5,8,8-tetramethyl-5,6,7,8-tetrahydro 2-naphthylselanyl)benzoate), BrCCCCCCCC(=O)OC (methyl 8-bromooctanoate), C([O-])([O-])=O.[K+].[K+] (potassium carbonate), yellow oil. The solvent is CCC(=O)C (MEK). Product: COC(=O)CCCCCCCOC=1C(=CC=2C(CCC(C2C1)(C)C)(C)C)[Se]C1=CC=C(C(=O)OCC)C=C1 (Ethyl 4-[3-(7-methoxycarbonylheptyloxy)-5,5,8,8-tetramethyl-5,6,7,8-tetrahydro-2-naphthylselanyl]benzoate). As a reaction SMILES: [OH:1][C:2]1[C:3]([Se:16][C:17]2[CH:27]=[CH:26][C:20]([C:21]([O:23][CH2:24][CH3:25])=[O:22])=[CH:19][CH:18]=2)=[CH:4][C:5]2[C:6]([CH3:15])([CH3:14])[CH2:7][CH2:8][C:9]([CH3:13])([CH3:12])[C:10]=2[CH:11]=1.Br[CH2:29][CH2:30][CH2:31][CH2:32][CH2:33][CH2:34][CH2:35][C:36]([O:38][CH3:39])=[O:37].C(=O)([O-])[O-].[K+].[K+]>CCC(C)=O>[CH3:39][O:38][C:36]([CH2:35][CH2:34][CH2:33][CH2:32][CH2:31][CH2:30][CH2:29][O:1][C:2]1[C:3]([Se:16][C:17]2[CH:27]=[CH:26][C:20]([C:21]([O:23][CH2:24][CH3:25])=[O:22])=[CH:19][CH:18]=2)=[CH:4][C:5]2[C:6]([CH3:14])([CH3:15])[CH2:7][CH2:8][C:9]([CH3:13])([CH3:12])[C:10]=2[CH:11]=1)=[O:37] |f:2.3.4|. Procedure: In a manner similar to that of Example 51, by reaction of 370 mg (0.86 mmol) of ethyl 4-(3-hydroxy-5,5,8,8-tetramethyl-5,6,7,8-tetrahydro 2-naphthylselanyl)benzoate with 408 mg (1.72 mmol) of methyl 8-bromooctanoate and 238 mg of potassium carbonate in MEK (10 ml), 502 mg (99%) of a yellow oil are obtained. Reactants: [N-]=[N+]=[N-] (azide), C(C)(C)(C)NC(CN1C(C(CC(C2=C1C=CC=C2)C2=CC=CC=C2)Br)=O)=O (N-tert-butyl 2-(3-bromo-2-oxo-5-phenyl-2,3,4,5-tetrahydro-1H-(1)benzazepin-1-yl) ethanoic acid amide), CN(C=O)C (dimethylformamide), [N-]=[N+]=[N-].[Na+] (sodium azide). Solvent: O (water), O (water). Yields the product C(C)(C)(C)NC(CN1C(C(CC(C2=C1C=CC=C2)C2=CC=CC=C2)N=[N+]=[N-])=O)=O (N-tert-butyl-2-(3-azido-2-oxo-5-phenyl-2,3,4,5-tetrahydro-1H-(1)benzazepin-1-yl)ethanoic acid amide). The yield is 80.1%. RXN SMILES: [C:1]([NH:5][C:6](=[O:27])[CH2:7][N:8]1[C:14]2[CH:15]=[CH:16][CH:17]=[CH:18][C:13]=2[CH:12]([C:19]2[CH:24]=[CH:23][CH:22]=[CH:21][CH:20]=2)[CH2:11][CH:10](Br)[C:9]1=[O:26])([CH3:4])([CH3:3])[CH3:2].CN(C)C=O.[N-:33]=[N+:34]=[N-:35].[Na+].[N-]=[N+]=[N-]>O>[C:1]([NH:5][C:6](=[O:27])[CH2:7][N:8]1[C:14]2[CH:15]=[CH:16][CH:17]=[CH:18][C:13]=2[CH:12]([C:19]2[CH:24]=[CH:23][CH:22]=[CH:21][CH:20]=2)[CH2:11][CH:10]([N:33]=[N+:34]=[N-:35])[C:9]1=[O:26])([CH3:4])([CH3:3])[CH3:2] |f:2.3|. Reported procedure: To a 125 ml round-bottomed flask equipped with a nitrogen inlet were added 8.2 grams (18.5 mmol) N-tert-butyl 2-(3-bromo-2-oxo-5-phenyl-2,3,4,5-tetrahydro-1H-(1)benzazepin-1-yl) ethanoic acid amide and 40 ml dimethylformamide. After dissolution, a solution of 1.44 grams (22.2 mmol) sodium azide in 2 mL water (with two additional 0.75 ml portions of water) was added, and the solution heated at 80°-85° C. for 4 hours 20 minutes (at this point, tlc and NMR of an aliquot indicated a 75/15/10 ratio o... The reactants are CCOC(=O)c1ccc(NC(=O)C(C2CCCCC2)n2c(-c3ccc(Cl)cc3)nc3cc(F)c(F)cc32)cc1, COC(=O)C(C)(C)c1ccc(N)c(F)c1, CN(C)c1ccncc1, O=C(O)C1CCC(CNC(=O)C(C2CCCCC2)n2c(-c3ccc(Cl)cc3)nc3cc(F)ccc32)CC1. Yields the product COC(=O)C(C)(C)c1ccc(NC(=O)C(C2CCCCC2)n2c(-c3ccc(Cl)cc3)nc3cc(F)c(F)cc32)c(F)c1. Reaction SMILES: [CH2:1]([O:2][C:3](=[O:4])[c:5]1[cH:6][cH:7][c:8]([NH:9][C:12]([CH:13]([CH:14]2[CH2:15][CH2:16][CH2:17][CH2:18][CH2:19]2)[n:20]2[c:21](-[c:31]3[cH:32][cH:33][c:34]([Cl:37])[cH:35][cH:36]3)[n:22][c:23]3[c:24]2[cH:25][c:26]([F:30])[c:27]([F:29])[cH:28]3)=[O:38])[cH:10][cH:11]1)[CH3:39].[CH3:77][O:78][C:79]([C:80]([CH3:81])([CH3:82])[c:83]1[cH:84][c:85]([F:90])[c:86]([NH2:89])[cH:87][cH:88]1)=[O:91].[CH3:92][N:93]([CH3:94])[c:95]1[cH:96][cH:97][n:98][cH:99][cH:100]1.[Cl:40][c:41]1[cH:42][cH:43][c:44](-[c:45]2[n:46]([CH:47]([CH:48]3[CH2:49][CH2:50][CH2:51][CH2:52][CH2:53]3)[C:54]([NH:55][CH2:56][CH:57]3[CH2:58][CH2:59][CH:60]([C:61]([OH:62])=[O:63])[CH2:64][CH2:65]3)=[O:66])[c:67]3[cH:68][cH:69][c:70]([F:71])[cH:72][c:73]3[n:74]2)[cH:75][cH:76]1>>[C:12]([CH:13]([CH:14]1[CH2:15][CH2:16][CH2:17][CH2:18][CH2:19]1)[n:20]1[c:21](-[c:31]2[cH:32][cH:33][c:34]([Cl:37])[cH:35][cH:36]2)[n:22][c:23]2[c:24]1[cH:25][c:26]([F:30])[c:27]([F:29])[cH:28]2)(=[O:38])[NH:89][c:86]1[c:85]([F:90])[cH:84][c:83]([C:80]([C:79]([O:78][CH3:77])=[O:91])([CH3:81])[CH3:82])[cH:88][cH:87]1. The reactants are CN1CCN(CC1)CC=1N=C(NC1)[N+](=O)[O-] (1-methyl-4-(2-nitro-1H-imidazol-4-ylmethyl)-piperazine), CC=1C(=CSC1)C1=CC=C(C=2N=CC=NC12)C(=O)O (8-(4-methylthiophen-3-yl)-quinoxaline-5-carboxylic acid), CO.C1CCOC1 (MeOH THF), CO (MeOH). Reagents/catalysts: [Ni] (Raney nickel). Run in C(Cl)Cl.CO (DCM MeOH). Conditions: temperature 60 celsius, time 16 hour. Yields the product CN1CCN(CC1)CC=1N=C(NC1)NC(=O)C=1C=2N=CC=NC2C(=CC1)C1=CSC=C1C (8-(4-Methyl-thiophen-3-yl)-quinoxaline-5-carboxylic acid [4-(4-methyl-piperazin-1-ylmethyl)-1H-imidazol-2-yl]amide). As a reaction SMILES: [CH3:1][N:2]1[CH2:7][CH2:6][N:5]([CH2:8][C:9]2[N:10]=[C:11]([N+:14]([O-])=O)[NH:12][CH:13]=2)[CH2:4][CH2:3]1.CO.C1COCC1.CO.[CH3:26][C:27]1[C:28]([C:32]2[C:41]3[N:40]=[CH:39][CH:38]=[N:37][C:36]=3[C:35]([C:42](O)=[O:43])=[CH:34][CH:33]=2)=[CH:29][S:30][CH:31]=1>[Ni].C(Cl)Cl.CO>[CH3:1][N:2]1[CH2:7][CH2:6][N:5]([CH2:8][C:9]2[N:10]=[C:11]([NH:14][C:42]([C:35]3[C:36]4[N:37]=[CH:38][CH:39]=[N:40][C:41]=4[C:32]([C:28]4[C:27]([CH3:26])=[CH:31][S:30][CH:29]=4)=[CH:33][CH:34]=3)=[O:43])[NH:12][CH:13]=2)[CH2:4][CH2:3]1 |f:1.2,6.7|. Procedure: The title compound was prepared in analogy to the procedures described in Example 14 but stirring the reaction mixture for 16 h at 60° C., using 1-methyl-4-(2-nitro-1H-imidazol-4-ylmethyl)-piperazine (Step 20.1) instead of 2-nitroimidazole in Step 14.3, Raney nickel and MeOH/THF (1:1) instead of palladium on carbon and MeOH in Step 14.2, and 8-(4-methylthiophen-3-yl)-quinoxaline-5-carboxylic acid (Example 67) in Step 14.1. Title compound: ESI-MS: 448.0 [M+H]+; tR=3.00 min (System 1); TLC: Rf=0.1... The reactants are CCOC(C)=O, O=C(O)C(F)(F)F, C=CC(OCc1ccccc1)C(F)CN=[N+]=[N-], C1COCCO1, O. Product: [N-]=[N+]=NCC(F)C(OCc1ccccc1)C(=O)O. Reaction SMILES: [CH3:32][CH2:33][O:34][C:35]([CH3:36])=[O:37].[F:18][C:19]([F:20])([F:22])[C:23](=[O:21])[OH:24].[N:1](=[N+:2]=[N-:3])[CH2:4][CH:5]([CH:6]([CH:7]=[CH2:8])[O:9][CH2:10][c:11]1[cH:12][cH:13][cH:14][cH:15][cH:16]1)[F:17].[O:26]1[CH2:27][CH2:28][O:29][CH2:30][CH2:31]1.[OH2:25]>>[N:1](=[N+:2]=[N-:3])[CH2:4][CH:5]([CH:6]([C:7]([OH:21])=[O:25])[O:9][CH2:10][c:11]1[cH:12][cH:13][cH:14][cH:15][cH:16]1)[F:17]. Reactants: CN, CCO, CCOC(=O)COc1ccc2nc3c4ccccc4c(=O)n(-c4ccc([N+](=O)[O-])cc4)c3n2c1. Yields the product CNC(=O)COc1ccc2nc3c4ccccc4c(=O)n(-c4ccc([N+](=O)[O-])cc4)c3n2c1. RXN SMILES: [CH3:35][NH2:36].[CH3:37][CH2:38][OH:39].[N+:1](=[O:2])([O-:3])[c:4]1[cH:5][cH:6][c:7](-[n:10]2[c:11](=[O:34])[c:12]3[cH:13][cH:14][cH:15][cH:16][c:17]3[c:18]3[c:19]2[n:20]2[c:21]([n:22]3)[cH:23][cH:24][c:25]([O:27][CH2:28][C:29](=[O:30])[O:31][CH2:32][CH3:33])[cH:26]2)[cH:8][cH:9]1>>[N+:1](=[O:2])([O-:3])[c:4]1[cH:5][cH:6][c:7](-[n:10]2[c:11](=[O:34])[c:12]3[cH:13][cH:14][cH:15][cH:16][c:17]3[c:18]3[c:19]2[n:20]2[c:21]([n:22]3)[cH:23][cH:24][c:25]([O:27][CH2:28][C:29](=[O:30])[NH:36][CH3:35])[cH:26]2)[cH:8][cH:9]1.